This data is from the Open Reaction Database (ORD), a public repository of structured organic reaction records. The task is: describe an organic reaction: reactants, conditions, products, and yield The reactants are [BH3-]C#N, C=O, CO, CC(=O)O, Cn1ccnc1CN(Cc1ccc(S(=O)(=O)NCCCCNC2CCCCC2)cc1)Cc1ncc[nH]1, [Na+], [Na+], [OH-]. Yields the product CN(CCCCNS(=O)(=O)c1ccc(CN(Cc2ncc[nH]2)Cc2nccn2C)cc1)C1CCCCC1. Reaction SMILES: [C:39]([BH3-:40])#[N:41].[CH2:37]=[O:38].[CH3:45][OH:46].[CH3:47][C:48](=[O:49])[OH:50].[CH:1]1([NH:7][CH2:8][CH2:9][CH2:10][CH2:11][NH:12][S:13](=[O:14])(=[O:15])[c:16]2[cH:17][cH:18][c:19]([CH2:22][N:23]([CH2:24][c:25]3[n:26]([CH3:30])[cH:27][cH:28][n:29]3)[CH2:31][c:32]3[nH:33][cH:34][cH:35][n:36]3)[cH:20][cH:21]2)[CH2:2][CH2:3][CH2:4][CH2:5][CH2:6]1.[Na+:42].[Na+:44].[OH-:43]>>[CH:1]1([N:7]([CH2:8][CH2:9][CH2:10][CH2:11][NH:12][S:13](=[O:14])(=[O:15])[c:16]2[cH:17][cH:18][c:19]([CH2:22][N:23]([CH2:24][c:25]3[n:26]([CH3:30])[cH:27][cH:28][n:29]3)[CH2:31][c:32]3[nH:33][cH:34][cH:35][n:36]3)[cH:20][cH:21]2)[CH3:39])[CH2:2][CH2:3][CH2:4][CH2:5][CH2:6]1. The reactants are C(C)OC(C(=CC=1SC(=CC1)C1=CC=CC=C1)N=[N+]=[N-])=O (2-azido-3-(5-phenyl-thiophen-2-yl)-acrylic acid ethyl ester). Solvent: C=1(C(=CC=CC1)C)C (xylene). Product: C(C)OC(=O)C1=CC2=C(N1)C=C(S2)C2=CC=CC=C2 (2-phenyl-4H-thieno[3,2-b]pyrrole-5-carboxylic acid ethyl ester). Isolated yield 23.6%. Reaction SMILES: [CH2:1]([O:3][C:4](=[O:21])[C:5]([N:18]=[N+]=[N-])=[CH:6][C:7]1[S:8][C:9]([C:12]2[CH:17]=[CH:16][CH:15]=[CH:14][CH:13]=2)=[CH:10][CH:11]=1)[CH3:2]>C1(C)C(C)=CC=CC=1>[CH2:1]([O:3][C:4]([C:5]1[NH:18][C:11]2[CH:10]=[C:9]([C:12]3[CH:17]=[CH:16][CH:15]=[CH:14][CH:13]=3)[S:8][C:7]=2[CH:6]=1)=[O:21])[CH3:2]. Procedure: Thionyl chloride (350 mg, 3.0 mmol) was added to cold (0° C.) solution of 5-bromo-thiophene-2-carboxylic acid (100 mg, 0.4 mmol) in MeOH (2 mL) and stirred at ambient temperature overnight. The reaction mixture was concentrated under reduced pressure The residue was diluted with ethylacetate. The organic layer was washed with water followed by saturated brine solution, dried over sodium sulfate and concentrated under reduced pressure to afford 200 mg of 5-bromo-thiophene-2-carboxylic acid methyl... Starting materials: C(=O)C=1C=CC2=C(C=C(O2)C#N)C1 (5-Formylbenzofuran-2-carbonitrile), C(CC)C1=C(C=C(N)C=C1)C(F)(F)F (4-propyl-3-(trifluoromethyl)aniline), [BH4-].[Na+] (NaBH4). Reaction conditions: temperature 37.5 celsius, time 5 minute. Yields the product C(CC)C1=C(C=C(C=C1)NCC=1C=CC2=C(C=C(O2)C#N)C1)C(F)(F)F (5-(((4-propyl-3 (trifluoromethyl)phenyl)amino)-methyl)benzofuran-2-carbonitrile). Isolated yield 69.2%. As a reaction SMILES: [CH:1]([C:3]1[CH:4]=[CH:5][C:6]2[O:10][C:9]([C:11]#[N:12])=[CH:8][C:7]=2[CH:13]=1)=O.[CH2:14]([C:17]1[CH:23]=[CH:22][C:20]([NH2:21])=[CH:19][C:18]=1[C:24]([F:27])([F:26])[F:25])[CH2:15][CH3:16].[BH4-].[Na+]>>[CH2:14]([C:17]1[CH:23]=[CH:22][C:20]([NH:21][CH2:1][C:3]2[CH:4]=[CH:5][C:6]3[O:10][C:9]([C:11]#[N:12])=[CH:8][C:7]=3[CH:13]=2)=[CH:19][C:18]=1[C:24]([F:25])([F:26])[F:27])[CH2:15][CH3:16] |f:2.3|. Procedure: 5-Formylbenzofuran-2-carbonitrile (168 mg, 0.98 mmol) was added to 2 mL of TFE and stirred at 35-40° C. After 5 min, the solution became clear, 4-propyl-3-(trifluoromethyl)aniline (199 mg, 0.982 mmol) was added, and a yellow precipitate formed. The mixture was vigorously stirred at the same temperature for 0.5 hr, NaBH4 (44.6 mg, 1.18 mmol) was added and the reaction was stirred at this temperature for another 0.5 hr. LCMS indicated the reaction was complete, the mixture was filtered, and the re... Reactants: Cc1ccc(-n2cc(CCO)nn2)cc1C(=O)c1ccc(Br)cc1Cl, Cc1cc(Nc2ccc(F)cc2F)ccc1C(=O)c1cc(-n2cc(CCO)nn2)ccc1C, Nc1cc(F)cc(F)c1. The product is Cc1ccc(-n2cc(CCO)nn2)cc1C(=O)c1ccc(Nc2cc(F)cc(F)c2)cc1Cl. RXN SMILES: [Br:34][c:35]1[cH:36][c:37]([Cl:58])[c:38]([C:41](=[O:42])[c:43]2[c:44]([CH3:57])[cH:45][cH:46][c:47](-[n:49]3[n:50][n:51][c:52]([CH2:54][CH2:55][OH:56])[cH:53]3)[cH:48]2)[cH:39][cH:40]1.[F:1][c:2]1[cH:3][c:4]([F:5])[cH:6][cH:7][c:8]1[NH:9][c:10]1[cH:11][cH:12][c:13]([C:14]([c:15]2[cH:16][c:17](-[n:18]3[cH:19][c:20]([CH2:21][CH2:22][OH:23])[n:24][n:25]3)[cH:26][cH:27][c:28]2[CH3:29])=[O:30])[c:31]([CH3:32])[cH:33]1.[F:59][c:60]1[cH:61][c:62]([NH2:67])[cH:63][c:64]([F:66])[cH:65]1>>[c:35]1([NH:67][c:62]2[cH:61][c:60]([F:59])[cH:65][c:64]([F:66])[cH:63]2)[cH:36][c:37]([Cl:58])[c:38]([C:41](=[O:42])[c:43]2[c:44]([CH3:57])[cH:45][cH:46][c:47](-[n:49]3[n:50][n:51][c:52]([CH2:54][CH2:55][OH:56])[cH:53]3)[cH:48]2)[cH:39][cH:40]1. Reactants: CC1(COS(OC1)=O)C (5,5-dimethyl-1,3,2-dioxathiane-2-oxide), Cl[O-].[Na+] (sodium hypochlorite). Reagents/catalysts: C(C)(C)O (isopropanol), [Ru](Cl)(Cl)Cl (ruthenium trichloride). The solvent is C(Cl)Cl (methylene chloride), O (water), O (water). Run at temperature 30 celsius, time 20 minute. Product: CC1(COS(OC1)(=O)=O)C (5,5-dimethyl-1,3,2-dioxathiane-2,2-dioxide). Reaction SMILES: [CH3:1][C:2]1([CH3:9])[CH2:7][O:6][S:5](=[O:8])[O:4][CH2:3]1.Cl[O-:11].[Na+]>C(Cl)Cl.O.C(O)(C)C.[Ru](Cl)(Cl)Cl>[CH3:1][C:2]1([CH3:9])[CH2:7][O:6][S:5](=[O:11])(=[O:8])[O:4][CH2:3]1 |f:1.2|. Procedure: 10.0 g (0.064 mol) of 5,5-dimethyl-1,3,2-dioxathiane-2-oxide was introduced at 20° C. in 100 ml of methylene chloride and 50 ml of water in a 250 ml three-necked flask. 0.02 g of 90 percent ruthenium trichloride was added as a catalyst. 152.45 g (0.0727 mol) of sodium hypochlorite in water was added with stirring for 20 minutes, and the temperature increased to 30° C. The reaction mixture was stirred for five more hours and mixed with 10 drops of isopropanol; the yellow color faded and a black p... Starting materials: N#CCBr, O=C([O-])[O-], CC(C)(C)OC(=O)NCC1CCNCC1, CCOC(C)=O, CC#N, [K+], [K+]. Yields the product CC(C)(C)OC(=O)NCC1CCN(C#N)CC1. RXN SMILES: [Br:22][CH2:23][C:24]#[N:25].[C:16](=[O:17])([O-:18])[O-:19].[C:1]([CH3:2])([CH3:3])([CH3:4])[O:5][C:6]([NH:7][CH2:8][CH:9]1[CH2:10][CH2:11][NH:12][CH2:13][CH2:14]1)=[O:15].[CH3:26][CH2:27][O:28][C:29](=[O:30])[CH3:31].[CH3:32][C:33]#[N:34].[K+:20].[K+:21]>>[C:1]([CH3:2])([CH3:3])([CH3:4])[O:5][C:6]([NH:7][CH2:8][CH:9]1[CH2:10][CH2:11][N:12]([C:24]#[N:25])[CH2:13][CH2:14]1)=[O:15].